From a dataset of the Open Reaction Database (ORD), a public repository of structured organic reaction records. describe an organic reaction: reactants, conditions, products, and yield Reactants: C(C)(C)(C)OC(=O)NCCCN1C(C2=CC(=CC=C2C=C1)C(=O)OC)=O (methyl 2-{3-[(tert-butoxycarbonyl)amino]propyl}-1-oxo-1,2-dihydroisoquinoline-7-carboxylate), Cl (hydrochloric acid), O1CCOCC1 (1,4-dioxane). Solvent: C(Cl)Cl (methylene chloride). Conditions: time 5 hour. Product: NCCCN1C(C2=CC(=CC=C2C=C1)C(=O)OC)=O (methyl 2-(3-aminopropyl)-1-oxo-1,2-dihydroisoquinoline-7-carboxylate). Reaction SMILES: C(OC([NH:8][CH2:9][CH2:10][CH2:11][N:12]1[CH:21]=[CH:20][C:19]2[C:14](=[CH:15][C:16]([C:22]([O:24][CH3:25])=[O:23])=[CH:17][CH:18]=2)[C:13]1=[O:26])=O)(C)(C)C.Cl.O1CCOCC1>C(Cl)Cl>[NH2:8][CH2:9][CH2:10][CH2:11][N:12]1[CH:21]=[CH:20][C:19]2[C:14](=[CH:15][C:16]([C:22]([O:24][CH3:25])=[O:23])=[CH:17][CH:18]=2)[C:13]1=[O:26]. Procedure details: To a solution of methyl 2-{3-[(tert-butoxycarbonyl)amino]propyl}-1-oxo-1,2-dihydroisoquinoline-7-carboxylate (0.90 g, 2.5 mmol) in methylene chloride (20 mL) was added 4.0 M hydrochloric acid in 1,4-dioxane (10.0 mL, 40 mmol). The reaction mixture was stirred at rt for 5 h. The reaction mixture was concentrated to dryness to afford methyl 2-(3-aminopropyl)-1-oxo-1,2-dihydroisoquinoline-7-carboxylate.HCl (0.74 g, quant.). LC-MS: (FA) ES+ 261. The reactants are O=C(O)c1ccc(Nc2ncc(Br)n3ncnc23)cc1, CCN=C=NCCCN(C)C, CN(C)C=O, O, On1nnc2ccccc21, NCc1cccnc1. Product: O=C(NCc1cccnc1)c1ccc(Nc2ncc(Br)n3ncnc23)cc1. Reaction SMILES: [Br:1][c:2]1[cH:3][n:4][c:5]([NH:11][c:12]2[cH:13][cH:14][c:15]([C:16](=[O:17])[OH:18])[cH:19][cH:20]2)[c:6]2[n:7]1[n:8][cH:9][n:10]2.[CH2:32]([N:33]=[C:34]=[N:35][CH2:36][CH2:37][CH2:38][N:39]([CH3:40])[CH3:41])[CH3:42].[O:51]=[CH:52][N:53]([CH3:54])[CH3:55].[OH2:31].[OH:21][n:22]1[c:23]2[cH:24][cH:25][cH:26][cH:27][c:28]2[n:29][n:30]1.[cH:43]1[c:44]([CH2:49][NH2:50])[cH:45][cH:46][cH:47][n:48]1>>[Br:1][c:2]1[cH:3][n:4][c:5]([NH:11][c:12]2[cH:13][cH:14][c:15]([C:16](=[O:18])[NH:50][CH2:49][c:44]3[cH:43][n:48][cH:47][cH:46][cH:45]3)[cH:19][cH:20]2)[c:6]2[n:7]1[n:8][cH:9][n:10]2. Reactants: CC(C)Oc1ccc(CCC(=O)Cl)cc1, CCCCN1C(=O)C(C)(C)c2cc(N)c([N+](=O)[O-])cc21. Yields the product CCCCN1C(=O)C(C)(C)c2cc(NC(=O)CCc3ccc(OC(C)C)cc3)c([N+](=O)[O-])cc21. As a reaction SMILES: [CH:21]([CH3:22])([CH3:23])[O:24][c:25]1[cH:26][cH:27][c:28]([CH2:31][CH2:32][C:33](=[O:34])[Cl:35])[cH:29][cH:30]1.[NH2:1][c:2]1[cH:3][c:4]2[c:8]([cH:9][c:10]1[N+:11](=[O:12])[O-:13])[N:7]([CH2:14][CH2:15][CH2:16][CH3:17])[C:6](=[O:18])[C:5]2([CH3:19])[CH3:20]>>[NH:1]([c:2]1[cH:3][c:4]2[c:8]([cH:9][c:10]1[N+:11](=[O:12])[O-:13])[N:7]([CH2:14][CH2:15][CH2:16][CH3:17])[C:6](=[O:18])[C:5]2([CH3:19])[CH3:20])[C:33]([CH2:32][CH2:31][c:28]1[cH:27][cH:26][c:25]([O:24][CH:21]([CH3:22])[CH3:23])[cH:30][cH:29]1)=[O:34]. As a reaction SMILES: [CH3:13][C:14](=[O:15])[O:16][C:17](=[O:18])[CH3:19].[CH3:21][N:22]([CH3:23])[CH:24]=[O:25].[ClH:20].[H-:11].[Na+:12].[OH:1][c:2]1[cH:3][c:4]([CH:5]=[O:6])[cH:7][cH:8][c:9]1[OH:10]>>[O:1]([c:2]1[cH:3][c:4]([CH:5]=[O:6])[cH:7][cH:8][c:9]1[OH:10])[C:14]([CH3:13])=[O:15]. Yields the product CC(=O)Oc1cc(C=O)ccc1O. Reactants: CC(=O)OC(C)=O, CN(C)C=O, Cl, [H-], [Na+], O=Cc1ccc(O)c(O)c1. The reactants are [N+](=O)([O-])C (nitro methane), [OH-].[Na+] (NaOH), FC1=CC2=C(SC(=C2)C=O)C=C1 (5-fluorobenzo[b]thiophene-2-carbaldehyde). Solvent: C(C)O (ethanol). The product is FC1=CC2=C(SC(=C2)\C=C\[N+](=O)[O-])C=C1 ((E)-5-fluoro-2-(2-nitrovinyl)benzo[b]thiophene). Isolated yield 56.9%. As a reaction SMILES: [F:1][C:2]1[CH:12]=[CH:11][C:5]2[S:6][C:7]([CH:9]=O)=[CH:8][C:4]=2[CH:3]=1.[N+:13]([CH3:16])([O-:15])=[O:14].[OH-].[Na+]>C(O)C>[F:1][C:2]1[CH:12]=[CH:11][C:5]2[S:6][C:7](/[CH:9]=[CH:16]/[N+:13]([O-:15])=[O:14])=[CH:8][C:4]=2[CH:3]=1 |f:2.3|. Procedure: Using an analogous procedure and workup as described in example 1, for the preparation of Intermediate I-1a above, 5-fluorobenzo[b]thiophene-2-carbaldehyde (1.7 g, 9.444 mmol) was reacted with nitro methane (576.11 mg, 9.444 mmol), 10N NaOH (396.64 mg, 9.916 mmol) and ethanol (25 mL) at 0° C. for 2 hours to afford 1.2 g of the product (57.14% yield). Starting materials: C(C)OC(=O)C1=CC=C2C(=C(NC2=C1)C(C)C)C=O (ethyl3-formyl-2-isopropyl-1H-indole-6-carboxylate), C(C)OC(=O)C1=CC=C2C(=C(NC2=C1)C(C)C)C=O (ethyl3-formyl-2-isopropyl-1H-indole-6-carboxylate), C(=O)([O-])[O-].[K+].[K+] (K2CO3), C(C1=CC=CC=C1)Br (benzyl bromide). The solvent is CN(C)C=O (DMF), CCOC(=O)C (EtOAc). Run at time 12 hour. Yields the product C(C1=CC=CC=C1)N1C(=C(C2=CC=C(C=C12)C(=O)OCC)C=O)C(C)C (Ethyl 1-Benzyl-3-formyl-2-isopropyl-1H-indole-6-carboxylate). Reaction SMILES: [CH2:1]([O:3][C:4]([C:6]1[CH:14]=[C:13]2[C:9]([C:10]([CH:18]=[O:19])=[C:11]([CH:15]([CH3:17])[CH3:16])[NH:12]2)=[CH:8][CH:7]=1)=[O:5])[CH3:2].C([O-])([O-])=O.[K+].[K+].[CH2:26](Br)[C:27]1[CH:32]=[CH:31][CH:30]=[CH:29][CH:28]=1>CN(C=O)C.CCOC(C)=O>[CH2:26]([N:12]1[C:13]2[C:9](=[CH:8][CH:7]=[C:6]([C:4]([O:3][CH2:1][CH3:2])=[O:5])[CH:14]=2)[C:10]([CH:18]=[O:19])=[C:11]1[CH:15]([CH3:16])[CH3:17])[C:27]1[CH:32]=[CH:31][CH:30]=[CH:29][CH:28]=1 |f:1.2.3|. Procedure: General Procedure C. To a solution of ethyl3-formyl-2-isopropyl-1H-indole-6-carboxylate (Compound 34, 2.08 g, 8.04 mmol) in DMF (15 ml) was added K2CO3 (3.32 g, 24.1 mmol) and benzyl bromide (1.91 ml, 16.1 mmol). The reaction was stirred at room temperature for 12 h, diluted with EtOAc, washed with H2O, brine, dried over Na2SO4 and concentrated in vacuo. The residue was purified by chromatography on silica gel (0→35% EtOAc-hexanes) to yield the title compound as a yellow oil. Starting materials: CC(=CSc1ccccc1)C(=O)Nc1ccccc1, Cc1ccccc1S, Cc1ccccc1, [H-], [Na+], CN(C)C=O, O, O=S(Cl)Cl. The product is CC(=CSc1ccccc1)C(=Nc1ccccc1)Sc1ccccc1C. RXN SMILES: [CH3:1][C:2]([C:3](=[O:4])[NH:5][c:6]1[cH:7][cH:8][cH:9][cH:10][cH:11]1)=[CH:12][S:13][c:14]1[cH:15][cH:16][cH:17][cH:18][cH:19]1.[CH3:24][c:25]1[c:26]([SH:31])[cH:27][cH:28][cH:29][cH:30]1.[CH3:40][c:41]1[cH:42][cH:43][cH:44][cH:45][cH:46]1.[H-:32].[Na+:33].[O:34]=[CH:35][N:36]([CH3:37])[CH3:38].[OH2:39].[S:20]([Cl:21])([Cl:22])=[O:23]>>[CH3:1][C:2]([C:3](=[N:5][c:6]1[cH:7][cH:8][cH:9][cH:10][cH:11]1)[S:31][c:26]1[c:25]([CH3:24])[cH:30][cH:29][cH:28][cH:27]1)=[CH:12][S:13][c:14]1[cH:15][cH:16][cH:17][cH:18][cH:19]1. Starting materials: CCO, CCOC(=O)c1cc2c(Cl)ccc(Oc3ccc([N+](=O)[O-])cc3)c2n1C, N, O, O, O, Cl[Sn]Cl. Yields the product CCOC(=O)c1cc2c(Cl)ccc(Oc3ccc(N)cc3)c2n1C. As a reaction SMILES: [CH3:34][CH2:35][OH:36].[Cl:1][c:2]1[c:3]2[cH:4][c:5]([C:22](=[O:23])[O:24][CH2:25][CH3:26])[n:6]([CH3:21])[c:7]2[c:8]([O:11][c:12]2[cH:13][cH:14][c:15]([N+:18]([O-:19])=[O:20])[cH:16][cH:17]2)[cH:9][cH:10]1.[NH3:33].[OH2:27].[OH2:28].[OH2:32].[Sn:29]([Cl:30])[Cl:31]>>[Cl:1][c:2]1[c:3]2[cH:4][c:5]([C:22](=[O:23])[O:24][CH2:25][CH3:26])[n:6]([CH3:21])[c:7]2[c:8]([O:11][c:12]2[cH:13][cH:14][c:15]([NH2:18])[cH:16][cH:17]2)[cH:9][cH:10]1.